This data is from the Open Reaction Database (ORD), a public repository of structured organic reaction records. The task is: describe an organic reaction: reactants, conditions, products, and yield Reactants: ClC1=CC=C(C=C1)C(C=1C(=NN(C1C(C)C)C=1C(=NC(=NC1)OC)OC)C(=O)O)NC=1C=CC2=C(C(=NO2)C)C1 (4-((4-chlorophenyl)((3-methylbenzo[d]isoxazol-5-yl)amino)methyl)-1-(2,4-dimethoxypyrimidin-5-yl)-5-isopropyl-1H-pyrazole-3-carboxylic acid). Solvent: CCOC(=O)C (EtOAc). Yields the product ClC1=CC=C(C=C1)C1N(C(C2=NN(C(=C21)C(C)C)C=2C(=NC(=NC2)OC)OC)=O)C=2C=CC1=C(C(=NO1)C)C2 (4-(4-chlorophenyl)-2-(2,4-dimethoxypyrimidin-5-yl)-3-isopropyl-5-(3-methylbenzo-[d]isoxazol-5-yl)-4,5-dihydropyrrolo[3,4-c]pyrazol-6(2H)-one). RXN SMILES: [Cl:1][C:2]1[CH:7]=[CH:6][C:5]([CH:8]([NH:30][C:31]2[CH:32]=[CH:33][C:34]3[O:38][N:37]=[C:36]([CH3:39])[C:35]=3[CH:40]=2)[C:9]2[C:10]([C:27]([OH:29])=O)=[N:11][N:12]([C:17]3[C:18]([O:25][CH3:26])=[N:19][C:20]([O:23][CH3:24])=[N:21][CH:22]=3)[C:13]=2[CH:14]([CH3:16])[CH3:15])=[CH:4][CH:3]=1>CCOC(C)=O>[Cl:1][C:2]1[CH:3]=[CH:4][C:5]([CH:8]2[C:9]3[C:10](=[N:11][N:12]([C:17]4[C:18]([O:25][CH3:26])=[N:19][C:20]([O:23][CH3:24])=[N:21][CH:22]=4)[C:13]=3[CH:14]([CH3:15])[CH3:16])[C:27](=[O:29])[N:30]2[C:31]2[CH:32]=[CH:33][C:34]3[O:38][N:37]=[C:36]([CH3:39])[C:35]=3[CH:40]=2)=[CH:6][CH:7]=1. Procedure details: The title compound was prepared in analogy to the procedure described in Example 1 using 4-((4-chlorophenyl)((3-methylbenzo[d]isoxazol-5-yl)amino)methyl)-1-(2,4-dimethoxypyrimidin-5-yl)-5-isopropyl-1H-pyrazole-3-carboxylic acid (Step 54.2).; tR: 1.21 min (LC-MS 2); ESI-MS: 545 [M+H]+ (LC-MS 2); Rf=0.50 (EtOAc); 1H NMR (400 MHz, DMSO-d6) δ ppm 0.48 (d, J=6.8 Hz, 3H) 1.17 (d, J=7.0 Hz, 3H) 2.54 (s, 3H) 2.61-2.71 (m, 1H) 3.96 (s, 3H) 4.01 (s, 3H) 6.71 (s, 1H) 7.31-7.42 (m, 4H) 7.67 (d, J=8.9 Hz, 1H...